From a dataset of the Open Reaction Database (ORD), a public repository of structured organic reaction records. describe an organic reaction: reactants, conditions, products, and yield Starting materials: BrC1=CC=C2C=CC3=C(C=CC4=CC=C1C2=C34)Br (1,6-dibromopyrene), C1(=CC=CC=C1)B(O)O (phenylboronic acid), C([O-])([O-])=O.[Na+].[Na+] (sodium carbonate), C1(=CC=CC=C1)C (toluene). Reagents/catalysts: C=1C=CC(=CC1)[P](C=2C=CC=CC2)(C=3C=CC=CC3)[Pd]([P](C=4C=CC=CC4)(C=5C=CC=CC5)C=6C=CC=CC6)([P](C=7C=CC=CC7)(C=8C=CC=CC8)C=9C=CC=CC9)[P](C=1C=CC=CC1)(C=1C=CC=CC1)C=1C=CC=CC1 (tetrakis(triphenylphosphine)palladium). The solvent is O1CCCC1 (tetrahydrofuran). The product is C1(=CC=CC=C1)C1=CC=C2C=CC3=C(C=CC4=CC=C1C2=C34)C3=CC=CC=C3 (1,6-diphenylpyrene). Reaction SMILES: Br[C:2]1[C:15]2[C:16]3=[C:17]4[C:12](=[CH:13][CH:14]=2)[CH:11]=[CH:10][C:9](Br)=[C:8]4[CH:7]=[CH:6][C:5]3=[CH:4][CH:3]=1.[C:19]1(B(O)O)[CH:24]=[CH:23][CH:22]=[CH:21][CH:20]=1.C(=O)([O-])[O-].[Na+].[Na+].[C:34]1(C)[CH:39]=[CH:38][CH:37]=[CH:36][CH:35]=1>C1C=CC([P]([Pd]([P](C2C=CC=CC=2)(C2C=CC=CC=2)C2C=CC=CC=2)([P](C2C=CC=CC=2)(C2C=CC=CC=2)C2C=CC=CC=2)[P](C2C=CC=CC=2)(C2C=CC=CC=2)C2C=CC=CC=2)(C2C=CC=CC=2)C2C=CC=CC=2)=CC=1.O1CCCC1>[C:19]1([C:2]2[C:15]3[C:16]4=[C:17]5[C:12](=[CH:13][CH:14]=3)[CH:11]=[CH:10][C:9]([C:34]3[CH:39]=[CH:38][CH:37]=[CH:36][CH:35]=3)=[C:8]5[CH:7]=[CH:6][C:5]4=[CH:4][CH:3]=2)[CH:24]=[CH:23][CH:22]=[CH:21][CH:20]=1 |f:2.3.4,^1:44,46,65,84|. Procedure details: Under an argon atmosphere, 15.0 g of 1,6-dibromopyrene, 13.2 g of phenylboronic acid, 1.9 g of tetrakis(triphenylphosphine)palladium (0) [Pd(PPh3)4], 27.8 g of sodium carbonate (130 mL of clean water), toluene and tetrahydrofuran were placed into a flask, and the resulting mixture was allowed to react at 90° C. for 7 hours. After cooling, the reaction solution was filtered, and solids obtained were washed with methanol and clean water. Further, the solids were purified by silica gel chromatograp... The reactants are C(C)(C)(C)OC(=O)N1CCC(CC1)OC1=CC=C(C=C1)NC(=O)OC(C)(C)C (1-tert-butyloxycarbonyl-4-(4-tert-butyloxycarbonylaminophenyloxy)piperidine), [OH-].[K+] (potassium hydroxide), CC(=CCBr)C (3-methyl-2-butenyl bromide), O (Water). The solvent is CC(=O)C (acetone). Product: C(C)(C)(C)OC(=O)N1CCC(CC1)OC1=CC=C(C=C1)N(CC=C(C)C)C(=O)OC(C)(C)C (1-tert-butyloxycarbonyl-4-[4[N-tert-butyloxycarbonyl-N-(3-methyl-2-butenyl)amino]-phenyloxy]piperidine). The yield is 21.9%. As a reaction SMILES: [C:1]([O:5][C:6]([N:8]1[CH2:13][CH2:12][CH:11]([O:14][C:15]2[CH:20]=[CH:19][C:18]([NH:21][C:22]([O:24][C:25]([CH3:28])([CH3:27])[CH3:26])=[O:23])=[CH:17][CH:16]=2)[CH2:10][CH2:9]1)=[O:7])([CH3:4])([CH3:3])[CH3:2].[OH-].[K+].[CH3:31][C:32]([CH3:36])=[CH:33][CH2:34]Br.O>CC(C)=O>[C:1]([O:5][C:6]([N:8]1[CH2:13][CH2:12][CH:11]([O:14][C:15]2[CH:16]=[CH:17][C:18]([N:21]([C:22]([O:24][C:25]([CH3:28])([CH3:27])[CH3:26])=[O:23])[CH2:34][CH:33]=[C:32]([CH3:36])[CH3:31])=[CH:19][CH:20]=2)[CH2:10][CH2:9]1)=[O:7])([CH3:4])([CH3:3])[CH3:2] |f:1.2|. Procedure details: To a solution of 1-tert-butyloxycarbonyl-4-(4-tert-butyloxycarbonylaminophenyloxy)piperidine (0.9 g) in acetone (20 ml) were added solid potassium hydroxide (0.13 g) and 3-methyl-2-butenyl bromide (0.34 g) and the mixture was heated under reflux overnight. Water was added to the reaction mixture and the mixture was extracted with methylene chloride (50 ml×3). The combined organic layer was dried over anhydrous sodium sulfate and the solvent was distilled off. The resulting residue was purified b... Starting materials: [Br-], C1CCOC1, CON(C)C(C)=O, CC(C)[Mg+], [Cl-], FC(F)(F)c1cccnc1-n1cc(I)cn1, [NH4+]. Yields the product CC(=O)c1cnn(-c2ncccc2C(F)(F)F)c1. RXN SMILES: [Br-:1].[CH2:31]1[O:32][CH2:33][CH2:34][CH2:35]1.[CH3:22][O:23][N:24]([C:25]([CH3:26])=[O:27])[CH3:28].[CH:2]([Mg+:3])([CH3:4])[CH3:5].[Cl-:29].[I:6][c:7]1[cH:8][n:9][n:10](-[c:12]2[n:13][cH:14][cH:15][cH:16][c:17]2[C:18]([F:19])([F:20])[F:21])[cH:11]1.[NH4+:30]>>[c:7]1([C:25]([CH3:26])=[O:27])[cH:8][n:9][n:10](-[c:12]2[n:13][cH:14][cH:15][cH:16][c:17]2[C:18]([F:19])([F:20])[F:21])[cH:11]1. Reactants: CCOC(=O)c1c(-c2ccc(-c3ccccc3C#N)cc2)c(C#N)nn1C, CCO, Cl, [Na+], [OH-]. Yields the product Cn1nc(C#N)c(-c2ccc(-c3ccccc3C#N)cc2)c1C(=O)O. RXN SMILES: [CH2:1]([CH3:2])[O:3][C:4](=[O:5])[c:6]1[n:7]([CH3:27])[n:8][c:9]([C:25]#[N:26])[c:10]1-[c:11]1[cH:12][cH:13][c:14](-[c:17]2[c:18]([C:23]#[N:24])[cH:19][cH:20][cH:21][cH:22]2)[cH:15][cH:16]1.[CH3:31][CH2:32][OH:33].[ClH:30].[Na+:29].[OH-:28]>>[O:3]=[C:4]([OH:5])[c:6]1[n:7]([CH3:27])[n:8][c:9]([C:25]#[N:26])[c:10]1-[c:11]1[cH:12][cH:13][c:14](-[c:17]2[c:18]([C:23]#[N:24])[cH:19][cH:20][cH:21][cH:22]2)[cH:15][cH:16]1. Starting materials: ClC1=NC=CC(=C1)C(=O)NC=1C=C(CNC(OC(C)(C)C)=O)C=CC1 (tert-butyl (3-{[(2-chloropyridin-4 yl)carbonyl]amino}benzyl)carbamate), Cl (HCl). Solvent: C(Cl)Cl (methylene chloride), O1CCOCC1 (dioxane). Conditions: time 18 hour. The product is NCC=1C=C(C=CC1)NC(=O)C1=CC(=NC=C1)Cl (N-[3-(aminomethyl)phenyl]-2-chloropyridine-4-carboxamide). As a reaction SMILES: [Cl:1][C:2]1[CH:7]=[C:6]([C:8]([NH:10][C:11]2[CH:12]=[C:13]([CH:23]=[CH:24][CH:25]=2)[CH2:14][NH:15]C(=O)OC(C)(C)C)=[O:9])[CH:5]=[CH:4][N:3]=1.Cl>C(Cl)Cl.O1CCOCC1>[NH2:15][CH2:14][C:13]1[CH:12]=[C:11]([NH:10][C:8]([C:6]2[CH:5]=[CH:4][N:3]=[C:2]([Cl:1])[CH:7]=2)=[O:9])[CH:25]=[CH:24][CH:23]=1. Reported procedure: To a solution of tert-butyl (3-{[(2-chloropyridin-4 yl)carbonyl]amino}benzyl)carbamate in methylene chloride (10 mL) at 0° C. was added 4 M HCl in dioxane (10 mL). The solution was allowed to warm to room temperature and stirred for 18 h. The reaction was concentrated in vacuo to dryness. Methanol was added and removed in vacuo (3×) to afford N-[3-(aminomethyl)phenyl]-2-chloropyridine-4-carboxamide. Reactants: BrC=1C(N(C(N(N1)C)=O)C)=O (6-bromo-2,4-dimethyl-2H-[1,2,4]triazine-3,5-dione), ClC1=C(OC2CCNCC2)C=CC=C1 (4-(2-chloro-phenoxy)-piperidine). The product is ClC1=C(OC2CCN(CC2)C=2C(N(C(N(N2)C)=O)C)=O)C=CC=C1 (6-[4-(2-chloro-phenoxy)-piperidin-1-yl]-2,4-dimethyl-2H-[1,2,4]triazine-3,5-dione), C(CCC)O (n-butanol). Isolated yield 60.0%. RXN SMILES: Br[C:2]1[C:3](=[O:11])[N:4]([CH3:10])[C:5](=[O:9])[N:6]([CH3:8])[N:7]=1.[Cl:12][C:13]1[CH:25]=[CH:24][CH:23]=[CH:22][C:14]=1[O:15][CH:16]1[CH2:21][CH2:20][NH:19][CH2:18][CH2:17]1>>[Cl:12][C:13]1[CH:25]=[CH:24][CH:23]=[CH:22][C:14]=1[O:15][CH:16]1[CH2:21][CH2:20][N:19]([C:2]2[C:3](=[O:11])[N:4]([CH3:10])[C:5](=[O:9])[N:6]([CH3:8])[N:7]=2)[CH2:18][CH2:17]1.[CH2:14]([OH:15])[CH2:13][CH2:25][CH3:24]. Procedure details: The compound 27 (solid) is prepared from the triazine 1b and from the intermediate 8a according to the synthesis method 1 in n-butanol (yield: 60%). The product is O=[N+]([O-])c1cc(F)ccc1C=CN1CCCC1. The reactants are C1CCNC1, Cc1ccc(F)cc1[N+](=O)[O-], CN(C)C=O. Reaction SMILES: [CH2:12]1[CH2:13][CH2:14][NH:15][CH2:16]1.[F:1][c:2]1[cH:3][c:4]([N+:9](=[O:10])[O-:11])[c:5]([CH3:8])[cH:6][cH:7]1.[O:17]=[CH:18][N:19]([CH3:20])[CH3:21]>>[F:1][c:2]1[cH:3][c:4]([N+:9](=[O:10])[O-:11])[c:5]([CH:8]=[CH:18][N:15]2[CH2:14][CH2:13][CH2:12][CH2:16]2)[cH:6][cH:7]1.